Dataset: the Open Reaction Database (ORD), a public repository of structured organic reaction records. Task: describe an organic reaction: reactants, conditions, products, and yield Reactants: C1(CCCC1)C[C@@H](C(=O)N)C1=CC(=C(C=C1)Cl)Cl (3-cyclopentyl-2(R)-(3,4-dichloro-phenyl)-propionamide), CN=C=O (methyl isocyanate). The solvent is C1(=CC=CC=C1)C (toluene). The product is hexanes ethyl acetate, C1(CCCC1)C[C@@H](C(=O)NC(=O)NC)C1=CC(=C(C=C1)Cl)Cl (1-[3-cyclopentyl-2(R)-(3,4-dichloro-phenyl)-propionyl]-3-methyl-urea). Isolated yield 61.3%. RXN SMILES: [CH:1]1([CH2:6][C@H:7]([C:11]2[CH:16]=[CH:15][C:14]([Cl:17])=[C:13]([Cl:18])[CH:12]=2)[C:8]([NH2:10])=[O:9])[CH2:5][CH2:4][CH2:3][CH2:2]1.[CH3:19][N:20]=[C:21]=[O:22]>C1(C)C=CC=CC=1>[CH:1]1([CH2:6][C@H:7]([C:11]2[CH:16]=[CH:15][C:14]([Cl:17])=[C:13]([Cl:18])[CH:12]=2)[C:8]([NH:10][C:21]([NH:20][CH3:19])=[O:22])=[O:9])[CH2:5][CH2:4][CH2:3][CH2:2]1. Procedure details: A solution of 3-cyclopentyl-2(R)-(3,4-dichloro-phenyl)-propionamide (54 mg, 0,19 mmol) in toluene (5 mL) was treated with methyl isocyanate (0.03 mL, 0.47 mmol). The resulting solution was heated under reflux for 24 h. At this time, the reaction was concentrated in vacuo. Flash chromatography (Merck Silica gel 60, 230-400 mesh 70/30 hexanes/ethyl acetate) afforded 1-[3-cyclopentyl-2(R)-(3,4-dichloro-phenyl)-propionyl]-3-methyl-urea (40 mg, 63%) as a white solid: mp 124.8-127.5° C.; [α]23589=−21.... The reactants are COc1ccc(NC(=O)C(C)(O)CBr)cc1, CC(C)=O, [K+], [K+], O=C([O-])[O-]. Product: COc1ccc(NC(=O)C2(C)CO2)cc1. As a reaction SMILES: [Br:1][CH2:2][C:3]([C:4](=[O:5])[NH:6][c:7]1[cH:8][cH:9][c:10]([O:13][CH3:14])[cH:11][cH:12]1)([CH3:15])[OH:16].[CH3:23][C:24](=[O:25])[CH3:26].[K+:17].[K+:18].[O-:19][C:20]([O-:21])=[O:22]>>[CH2:2]1[C:3]([C:4](=[O:5])[NH:6][c:7]2[cH:8][cH:9][c:10]([O:13][CH3:14])[cH:11][cH:12]2)([CH3:15])[O:16]1. The reactants are C(C1=CC=CC=C1)N1C(NC(=C1C(=O)OCC)C(=O)OCC)(Br)C (diethyl 1-benzyl-2-bromo-methylimidazole-4,5-dicarboxylate), BrN1C(CCC1=O)=O (N-bromosuccinimide), C(C1=CC=CC=C1)(=O)OOC(C1=CC=CC=C1)=O (benzoyl peroxide), C(C1=CC=CC=C1)N1C(=NC(=C1C(=O)OCC)C(=O)OCC)CC (diethyl 1-benzyl-2-ethylimidazole-4,5-dicarboxylate). Solvent: C(Cl)(Cl)(Cl)Cl (carbon tetrachloride). The product is C(C1=CC=CC=C1)N1C(=NC(=C1C(=O)OCC)C(=O)OCC)C(C)Br (Diethyl 1-benzyl-2-(1-bromoethyl)imidazole-4,5-dicarboxylate). Isolated yield 97.8%. Reaction SMILES: [Br:1]N1C(=O)CCC1=O.C(OOC(=O)C1C=CC=CC=1)(=O)C1C=CC=CC=1.[CH2:27]([N:34]1[C:38]([C:39]([O:41][CH2:42][CH3:43])=[O:40])=[C:37]([C:44]([O:46][CH2:47][CH3:48])=[O:45])[N:36]=[C:35]1[CH2:49][CH3:50])[C:28]1[CH:33]=[CH:32][CH:31]=[CH:30][CH:29]=1.C(N1C(C(OCC)=O)=C(C(OCC)=O)NC1(C)Br)C1C=CC=CC=1>C(Cl)(Cl)(Cl)Cl>[CH2:27]([N:34]1[C:38]([C:39]([O:41][CH2:42][CH3:43])=[O:40])=[C:37]([C:44]([O:46][CH2:47][CH3:48])=[O:45])[N:36]=[C:35]1[CH:49]([Br:1])[CH3:50])[C:28]1[CH:29]=[CH:30][CH:31]=[CH:32][CH:33]=1. Reported procedure: 3.08 g of N-bromosuccinimide and 0.51 g of benzoyl peroxide were added to a solution of 5.19 g of diethyl 1-benzyl-2-ethylimidazole-4,5-dicarboxylate [prepared as described in step (i) above] in 100 ml of carbon tetrachloride, and the resulting mixture was heated under reflux for 1 hour. Following a procedure similar to that described in Preparation 42(ii), 6.29 g of the title compound were obtained as a syrup from the resulting reaction solution. Starting materials: N, C1([C@H]2[C@H]([C@@H](C[C@@H]1C2)B([C@H]1[C@@H]([C@@H]2C([C@H](C1)C2)(C)C)C)Cl)C)(C)C, C1CN(C[C@@H](C1=O)O)S(=O)(=O)C. Reagents/catalysts: c1ccc(cc1)-c2c3ccccc3cc4ccccc24 (9-Phenylanthracene). Reaction conditions: temperature 25 celsius, time 18 hour. The product is CS(=O)(=O)N1CC[C@@H](N)[C@@H](O)C1. As a reaction SMILES: C[C@@H]1[C@H](C(C)(C)[C@@H]2C[C@H]1B([C@H]3[C@H](C)[C@H](C(C)(C)[C@@H]4C3)C4)Cl)C2.[NH3:1].[CH3:2][S:3]([N:6]1[CH2:12][C@H:10]([OH:11])[C:9](=O)[CH2:8][CH2:7]1)(=[O:5])=[O:4]>>[CH3:2][S:3]([N:6]1[CH2:12][C@H:10]([OH:11])[C@H:9]([NH2:1])[CH2:8][CH2:7]1)(=[O:5])=[O:4]. The reactants are N#CCBr, O=C([O-])[O-], [Cs+], [Cs+], Nc1ccc2c(Sc3ccccc3[N+](=O)[O-])cn(Cc3cc(F)cc(F)c3)c2c1, CN(C)C=O. Yields the product N#CCNc1ccc2c(Sc3ccccc3[N+](=O)[O-])cn(Cc3cc(F)cc(F)c3)c2c1. As a reaction SMILES: [Br:36][CH2:37][C:38]#[N:39].[C:1](=[O:2])([O-:3])[O-:4].[Cs+:5].[Cs+:6].[F:7][c:8]1[cH:9][c:10]([CH2:11][n:12]2[cH:13][c:14]([S:22][c:23]3[c:24]([N+:29](=[O:30])[O-:31])[cH:25][cH:26][cH:27][cH:28]3)[c:15]3[cH:16][cH:17][c:18]([NH2:21])[cH:19][c:20]23)[cH:32][c:33]([F:35])[cH:34]1.[O:40]=[CH:41][N:42]([CH3:43])[CH3:44]>>[F:7][c:8]1[cH:9][c:10]([CH2:11][n:12]2[cH:13][c:14]([S:22][c:23]3[c:24]([N+:29](=[O:30])[O-:31])[cH:25][cH:26][cH:27][cH:28]3)[c:15]3[cH:16][cH:17][c:18]([NH:21][CH2:37][C:38]#[N:39])[cH:19][c:20]23)[cH:32][c:33]([F:35])[cH:34]1. Procedure details: By the procedure described in Example 2, 5.40 g of 5-amino-4-pyrazolecarbonitrile is reacted with 5.70 g of 3-ethoxy-2-methylacrolein in 25 ml of glacial acid to give the desired product as colorless prisms, mp 193°-194° C. Yields the product CC=1C=NC=2N(C1)N=CC2C#N (6-Methylpyrazolo(1,5-a)pyrimidine-3-carbonitrile). The solvent is glacial acid. RXN SMILES: [NH2:1][C:2]1[NH:6][N:5]=[CH:4][C:3]=1[C:7]#[N:8].C(O[CH:12]=[C:13]([CH3:16])[CH:14]=O)C>>[CH3:16][C:13]1[CH:12]=[N:1][C:2]2[N:6]([N:5]=[CH:4][C:3]=2[C:7]#[N:8])[CH:14]=1. The reactants are NC1=C(C=NN1)C#N (5-amino-4-pyrazolecarbonitrile), C(C)OC=C(C=O)C (3-ethoxy-2-methylacrolein). Yields the product CON(C(CCCCOC)=O)C (N,5-dimethoxy-N-methylpentanamide). Run in CN(C)C=O (DMF), CN(C)C=O (DMF). Procedure: To sodium hydride (60% in mineral oil, 2.6 g, 66.3 mmol) in dry DMF (40 mL) was added a solution of 5-hydroxy-N-methoxy-N-methylpentanamide (8.9 g, 55.2 mmol) in DMF (50 mL) slowly at 0° C. After 30 min, methyl iodide (4.1 mL, 66.3 mmol) was added and the reaction was stirred over night. Starting material remained and more sodium hydride ((60% in mineral oil, 1 g, 25 mmol) and methyl iodide (1.7 mL, 27.2 mmol) was added followed by additional stirring for 6 h. The solvent was evaporated under va... Run at time 30 minute. Yield: 54.8%. Reactants: [H-].[Na+] (sodium hydride), OCCCCC(=O)N(C)OC (5-hydroxy-N-methoxy-N-methylpentanamide), [H-].[Na+] (sodium hydride), CI (methyl iodide), CI (methyl iodide). As a reaction SMILES: [H-].[Na+].[OH:3][CH2:4][CH2:5][CH2:6][CH2:7][C:8]([N:10]([O:12][CH3:13])[CH3:11])=[O:9].[CH3:14]I>CN(C=O)C>[CH3:13][O:12][N:10]([CH3:11])[C:8](=[O:9])[CH2:7][CH2:6][CH2:5][CH2:4][O:3][CH3:14] |f:0.1|. Reactants: C(#N)C=1C=C(C=CC1)N1C(C(NC=2C3=C(C=CC12)C=CC=C3)=O)=O (4-(3-cyanophenyl)-1,4-dihydrobenzo[f]quinoxaline-2,3-dione), C(CCC)[Sn](CCCC)(CCCC)N=[N+]=[N-] (tri-n-butyltin azide), [OH-].[Na+] (sodium hydroxide). Solvent: C1(=CC=CC=C1)C (toluene). Run at temperature 110 celsius, time 18 hour. The product is N1N=NN=C1C=1C=C(C=CC1)N1C(C(NC=2C3=C(C=CC12)C=CC=C3)=O)=O (4-[3-(1H-Tetrazol-5-yl)phenyl]-1,4-dihydrobenzo[f]quinoxaline-2,3-dione). The yield is 65.8%. RXN SMILES: [C:1]([C:3]1[CH:4]=[C:5]([N:9]2[C:18]3[CH:17]=[CH:16][C:15]4[CH:19]=[CH:20][CH:21]=[CH:22][C:14]=4[C:13]=3[NH:12][C:11](=[O:23])[C:10]2=[O:24])[CH:6]=[CH:7][CH:8]=1)#[N:2].C([Sn]([N:38]=[N+:39]=[N-:40])(CCCC)CCCC)CCC.[OH-].[Na+]>C1(C)C=CC=CC=1>[NH:38]1[C:1]([C:3]2[CH:4]=[C:5]([N:9]3[C:18]4[CH:17]=[CH:16][C:15]5[CH:19]=[CH:20][CH:21]=[CH:22][C:14]=5[C:13]=4[NH:12][C:11](=[O:23])[C:10]3=[O:24])[CH:6]=[CH:7][CH:8]=2)=[N:2][N:40]=[N:39]1 |f:2.3|. Procedure details: To an anhydrous toluene (1 mL)-anhydrous DMF (1.5 mL) solution of 4-(3-cyanophenyl)-1,4-dihydrobenzo[f]quinoxaline-2,3-dione (20 mg, 0.064 mmol) was added tri-n-butyltin azide (53 μL, 0.192 mmol), and the mixture was stirred at 110° C. for 18 hours. After cooling on standing, the reaction mixture was poured into a 1M aqueous sodium hydroxide solution, and washed with ethyl acetate. After neutralization of the aqueous layer by addition of a 1M aqueous hydrochloric acid solution, the precipitated ... The reactants are C (charcoal), BrC1=CC=C(CC(C(=O)OCC)(C(=O)OCC)C)C=C1 (diethyl 2-(4-bromobenzyl)-2-methylmalonate). The solvent is [OH-].[Na+] (sodium hydroxide), O (water), C(C)O (ethanol), [OH-].[Na+] (sodium hydroxide). Run at temperature 205 celsius. Product: CC(C(=O)O)CC1=CC=C(C=C1)Br (2-methyl-3-(4-bromophenyl)propanoic acid). Isolated yield 88.0%. As a reaction SMILES: [Br:1][C:2]1[CH:20]=[CH:19][C:5]([CH2:6][C:7](C)([C:13](OCC)=O)[C:8]([O:10]CC)=[O:9])=[CH:4][CH:3]=1.C>O.C(O)C.[OH-].[Na+]>[CH3:13][CH:7]([CH2:6][C:5]1[CH:4]=[CH:3][C:2]([Br:1])=[CH:20][CH:19]=1)[C:8]([OH:10])=[O:9] |f:4.5|. Procedure details: A solution of sodium hydroxide (34.0 g) in water (155 ml) was added to a solution of diethyl 2-(4-bromobenzyl)-2-methylmalonate (29.2 g) in ethanol (165 ml), and then heated under reflux for 9 hours. The reaction mixture was cooled, the solvent was evaporated and the residue taken up in water (150 ml). Sodium hydroxide pellets were added (25.4 g) and the reaction mixture was heated under reflux for 2 hours. The reaction mixture was then cooled and acidified to pH<1 with concentrated hydrochloric... Reactants: Cc1ccccc1, CCOC(C)=O, CCN(C(C)C)C(C)C, O=C(Cl)Cl, ClCCl, CC(C)(C)OC(=O)NCCNc1ccc(I)nn1. Product: CC(C)(C)OC(=O)N1CCN(c2ccc(I)nn2)C1=O. As a reaction SMILES: [CH3:35][c:36]1[cH:37][cH:38][cH:39][cH:40][cH:41]1.[CH3:42][CH2:43][O:44][C:45](=[O:46])[CH3:47].[CH:19]([N:20]([CH:21]([CH3:22])[CH3:23])[CH2:24][CH3:25])([CH3:26])[CH3:27].[Cl:28][C:29]([Cl:30])=[O:31].[Cl:32][CH2:33][Cl:34].[I:1][c:2]1[cH:3][cH:4][c:5]([NH:8][CH2:9][CH2:10][NH:11][C:12]([O:13][C:14]([CH3:15])([CH3:16])[CH3:17])=[O:18])[n:6][n:7]1>>[I:1][c:2]1[cH:3][cH:4][c:5]([N:8]2[CH2:9][CH2:10][N:11]([C:12]([O:13][C:14]([CH3:15])([CH3:16])[CH3:17])=[O:18])[C:29]2=[O:31])[n:6][n:7]1.